Dataset: the Open Reaction Database (ORD), a public repository of structured organic reaction records. Task: describe an organic reaction: reactants, conditions, products, and yield Starting materials: COC1=CC=C(C=C1)C(C1=CC=CC=C1)(C1=CC=C(C=C1)OC)NC=1OC(C([C@@](N1)(C)C1=C(C=CC(=C1)Br)F)(F)F)(C)C ([bis-(4-methoxy-phenyl)-phenyl-methyl]-[(R)-4-(5-bromo-2-fluoro-phenyl)-5,5-difluoro-4,6,6-trimethyl-5,6-dihydro-4H-[1,3]oxazin-2-yl]-amine), FC(C1=CC=CC(=N1)N)(F)F (6-(trifluoromethyl)pyridin-2-amine). Yields the product COC1=CC=C(C=C1)C(C1=CC=CC=C1)(C1=CC=C(C=C1)OC)NC=1OC(C([C@@](N1)(C)C1=C(C=CC(=C1)NC1=NC(=CC=C1)C(F)(F)F)F)(F)F)(C)C ([Bis-(4-methoxy-phenyl)-phenyl-methyl]-{(R)-5,5-difluoro-4-[2-fluoro-5-(6-trifluoromethyl-pyridin-2-ylamino)-phenyl]-4,6,6-trimethyl-5,6-dihydro-4H-[1,3]oxazin-2-yl}-amine). Yield: 81.0%. RXN SMILES: [CH3:1][O:2][C:3]1[CH:8]=[CH:7][C:6]([C:9]([NH:24][C:25]2[O:26][C:27]([CH3:43])([CH3:42])[C:28]([F:41])([F:40])[C@:29]([C:32]3[CH:37]=[C:36](Br)[CH:35]=[CH:34][C:33]=3[F:39])([CH3:31])[N:30]=2)([C:16]2[CH:21]=[CH:20][C:19]([O:22][CH3:23])=[CH:18][CH:17]=2)[C:10]2[CH:15]=[CH:14][CH:13]=[CH:12][CH:11]=2)=[CH:5][CH:4]=1.[F:44][C:45]([F:54])([F:53])[C:46]1[N:51]=[C:50]([NH2:52])[CH:49]=[CH:48][CH:47]=1>>[CH3:1][O:2][C:3]1[CH:8]=[CH:7][C:6]([C:9]([NH:24][C:25]2[O:26][C:27]([CH3:43])([CH3:42])[C:28]([F:41])([F:40])[C@:29]([C:32]3[CH:37]=[C:36]([NH:52][C:50]4[CH:49]=[CH:48][CH:47]=[C:46]([C:45]([F:53])([F:44])[F:54])[N:51]=4)[CH:35]=[CH:34][C:33]=3[F:39])([CH3:31])[N:30]=2)([C:16]2[CH:21]=[CH:20][C:19]([O:22][CH3:23])=[CH:18][CH:17]=2)[C:10]2[CH:15]=[CH:14][CH:13]=[CH:12][CH:11]=2)=[CH:5][CH:4]=1. Reported procedure: In a manner analogous to that described in Example 3 a), the amination of [bis-(4-methoxy-phenyl)-phenyl-methyl]-[(R)-4-(5-bromo-2-fluoro-phenyl)-5,5-difluoro-4,6,6-trimethyl-5,6-dihydro-4H-[1,3]oxazin-2-yl]-amine (intermediate C4.1) with 6-(trifluoromethyl)pyridin-2-amine yielded the title compound (81% yield) as a pale yellow foam. MS (ISP): m/z=735.4 [M+H]+. The reactants are CC(C)(C)C(=O)Cl, Nc1cn2nc(Oc3cccc(NC(=O)c4cccc(C(F)(F)F)c4)c3)ccc2n1, [Na+], O=C([O-])O, c1ccncc1. The product is CC(C)(C)C(=O)Nc1cn2nc(Oc3cccc(NC(=O)c4cccc(C(F)(F)F)c4)c3)ccc2n1. As a reaction SMILES: [CH3:31][C:32]([C:33](=[O:34])[Cl:35])([CH3:36])[CH3:37].[NH2:1][c:2]1[n:3][c:4]2[n:5]([n:6][c:7]([O:10][c:11]3[cH:12][c:13]([NH:17][C:18]([c:19]4[cH:20][c:21]([C:25]([F:26])([F:27])[F:28])[cH:22][cH:23][cH:24]4)=[O:29])[cH:14][cH:15][cH:16]3)[cH:8][cH:9]2)[cH:30]1.[Na+:38].[OH:39][C:40](=[O:41])[O-:42].[cH:43]1[cH:44][cH:45][n:46][cH:47][cH:48]1>>[NH:1]([c:2]1[n:3][c:4]2[n:5]([n:6][c:7]([O:10][c:11]3[cH:12][c:13]([NH:17][C:18]([c:19]4[cH:20][c:21]([C:25]([F:26])([F:27])[F:28])[cH:22][cH:23][cH:24]4)=[O:29])[cH:14][cH:15][cH:16]3)[cH:8][cH:9]2)[cH:30]1)[C:33]([C:32]([CH3:31])([CH3:36])[CH3:37])=[O:34]. Starting materials: CCc1cccc(C2(O)C3CC4CC(C3)CC2C4)c1, C[Si](C)(C)C#N, ClC(Cl)Cl, [Na+], O=C([O-])O. Product: CCc1cccc(C2(C#N)C3CC4CC(C3)CC2C4)c1. Reaction SMILES: [CH2:1]([CH3:2])[c:3]1[cH:4][c:5]([C:9]2([OH:19])[CH:10]3[CH2:11][CH:12]4[CH2:13][CH:14]([CH2:15][CH:16]2[CH2:17]4)[CH2:18]3)[cH:6][cH:7][cH:8]1.[CH3:20][Si:21]([CH3:22])([CH3:23])[C:24]#[N:25].[Cl:31][CH:32]([Cl:33])[Cl:34].[Na+:30].[O-:26][C:27]([OH:28])=[O:29]>>[CH2:1]([CH3:2])[c:3]1[cH:4][c:5]([C:9]2([C:24]#[N:25])[CH:10]3[CH2:11][CH:12]4[CH2:13][CH:14]([CH2:15][CH:16]2[CH2:17]4)[CH2:18]3)[cH:6][cH:7][cH:8]1. Starting materials: BrCC(=O)OC (methyl 2-bromoacetate), [H-].[Na+] (sodium hydride), oil, C(C1=CC=CC=C1)(=O)NC1=C(C=CC(=C1)Cl)C(C1=CC=C(C=C1)F)=O (N-benzoyl 5-chloro-2-(4-fluorobenzoyl)aniline). Solvent: O1CCCC1 (tetrahydrofuran), O1CCCC1 (tetrahydrofuran). Reaction conditions: time 1 hour. The product is ClC1=CC=C2C(=C(NC2=C1)C(=O)OC)C1=CC=C(C=C1)F (Methyl 6-chloro-3-(4-fluorophenyl)-1H-indole-2-carboxylate). Reaction SMILES: [H-].[Na+].C([NH:11][C:12]1[CH:17]=[C:16]([Cl:18])[CH:15]=[CH:14][C:13]=1[C:19](=O)[C:20]1[CH:25]=[CH:24][C:23]([F:26])=[CH:22][CH:21]=1)(=O)C1C=CC=CC=1.Br[CH2:29][C:30]([O:32][CH3:33])=[O:31]>O1CCCC1>[Cl:18][C:16]1[CH:17]=[C:12]2[C:13]([C:19]([C:20]3[CH:25]=[CH:24][C:23]([F:26])=[CH:22][CH:21]=3)=[C:29]([C:30]([O:32][CH3:33])=[O:31])[NH:11]2)=[CH:14][CH:15]=1 |f:0.1|. Procedure details: To a mixture of a 50% sodium hydride suspension in mineral oil (52.5 g) (which was extracted with dry heptane) and dry tetrahydrofuran (250 ml) was added a solution of N-benzoyl 5-chloro-2-(4-fluorobenzoyl)aniline (129 g) in dry tetrahydrofuran (500 ml) during 0.5 h at 20° C. (ice bath). After 1 h methyl 2-bromoacetate (101 ml) was added during 0.5 h at 20° C. (ice bath) and the mixture was stirred for another 1 hour. The solvents were evaporated in vacuo. The remaining oil was diluted with meth... Starting materials: N1C=CC2=CC=C(C=C12)C(=O)OC (methyl indole-6-carboxylate), C([O-])([O-])=O.[K+].[K+] (potassium carbonate), C(C1=CC=CC=C1)Cl (benzyl chloride). Run in CN(C=O)C (N,N-dimethylformamide). Reaction conditions: temperature 60 celsius, time 3 hour. Product: C(C1=CC=CC=C1)N1C=CC2=CC=C(C=C12)C(=O)OC (methyl 1-benzyl-1H-indole-6-carboxylate). Yield: 45.0%. RXN SMILES: [NH:1]1[C:9]2[C:4](=[CH:5][CH:6]=[C:7]([C:10]([O:12][CH3:13])=[O:11])[CH:8]=2)[CH:3]=[CH:2]1.C(=O)([O-])[O-].[K+].[K+].[CH2:20](Cl)[C:21]1[CH:26]=[CH:25][CH:24]=[CH:23][CH:22]=1>CN(C)C=O>[CH2:20]([N:1]1[C:9]2[C:4](=[CH:5][CH:6]=[C:7]([C:10]([O:12][CH3:13])=[O:11])[CH:8]=2)[CH:3]=[CH:2]1)[C:21]1[CH:26]=[CH:25][CH:24]=[CH:23][CH:22]=1 |f:1.2.3|. Procedure: To a solution of methyl indole-6-carboxylate (1.0 g) in N,N-dimethylformamide (10 mL), potassium carbonate (1.2 g) and benzyl chloride (1.4 g) were added at room temperature, and then the reaction mixture was stirred at 60° C. for 3 hours. After cooling to room temperature, the reaction mixture was quenched with water, and the mixture was extracted with chloroform. The obtained organic layer was dried over anhydrous sodium sulfate, filtered, and the filtrate was concentrated under reduced pressu... Starting materials: CC(C)(C)OC(=O)N1CCC(C(=O)c2cc(C(F)(F)F)ccc2F)CC1, Cl, NO, O, c1ccncc1. Yields the product CC(C)(C)OC(=O)N1CCC(C(=NO)c2cc(C(F)(F)F)ccc2F)CC1. As a reaction SMILES: [C:1]([CH3:2])([CH3:3])([CH3:4])[O:5][C:6](=[O:7])[N:8]1[CH2:9][CH2:10][CH:11]([C:14]([c:15]2[c:16]([F:25])[cH:17][cH:18][c:19]([C:21]([F:22])([F:23])[F:24])[cH:20]2)=[O:26])[CH2:12][CH2:13]1.[ClH:27].[NH2:28][OH:29].[OH2:30].[cH:31]1[cH:32][cH:33][n:34][cH:35][cH:36]1>>[C:1]([CH3:2])([CH3:3])([CH3:4])[O:5][C:6](=[O:7])[N:8]1[CH2:9][CH2:10][CH:11]([C:14]([c:15]2[c:16]([F:25])[cH:17][cH:18][c:19]([C:21]([F:22])([F:23])[F:24])[cH:20]2)=[N:28][OH:29])[CH2:12][CH2:13]1.